This data is from the Open Reaction Database (ORD), a public repository of structured organic reaction records. The task is: describe an organic reaction: reactants, conditions, products, and yield Starting materials: CN(c1cccc2cc(C(=O)NCC3(SCc4ccccc4)CCOCC3)[nH]c12)S(=O)(=O)c1cccs1, CC#N, O=S(=O)(OS(=O)(=O)C(F)(F)F)C(F)(F)F, [Na+], O=C([O-])O, O=P(c1ccccc1)(c1ccccc1)c1ccccc1. Reaction SMILES: [CH2:36]([c:38]1[cH:39][cH:40][cH:41][cH:42][cH:53]1)[S:43][C:44]1([CH2:50][NH:51][C:52](=[O:37])[c:54]2[nH:55][c:56]3[c:57]([N:63]([S:64](=[O:65])(=[O:66])[c:67]4[s:68][cH:69][cH:70][cH:71]4)[CH3:72])[cH:58][cH:59][cH:60][c:61]3[cH:62]2)[CH2:45][CH2:46][O:47][CH2:48][CH2:49]1.[CH3:78][C:79]#[N:80].[F:21][C:22]([S:23]([O:24][S:25]([C:26]([F:27])([F:28])[F:29])(=[O:30])=[O:31])(=[O:32])=[O:33])([F:34])[F:35].[Na+:73].[OH:74][C:75](=[O:76])[O-:77].[c:1]1([P:2](=[O:3])([c:4]2[cH:5][cH:6][cH:7][cH:8][cH:9]2)[c:10]2[cH:11][cH:12][cH:13][cH:14][cH:15]2)[cH:16][cH:17][cH:18][cH:19][cH:20]1>>[S:43]1[C:44]2([CH2:45][CH2:46][O:47][CH2:48][CH2:49]2)[CH2:50][N:51]=[C:52]1[c:54]1[nH:55][c:56]2[c:57]([N:63]([S:64](=[O:65])(=[O:66])[c:67]3[s:68][cH:69][cH:70][cH:71]3)[CH3:72])[cH:58][cH:59][cH:60][c:61]2[cH:62]1. The product is CN(c1cccc2cc(C3=NCC4(CCOCC4)S3)[nH]c12)S(=O)(=O)c1cccs1. Reactants: BrC=1C=C(C=CC1)NC1=NC=NC=2C=C(C(=C(C12)N)OC)OC (N4-(3-bromo-phenyl)-6,7-dimethoxy-quinazoline-4,5-diamine), C(C)(=O)OC(C)=O (acetic anhydride), [OH-].[Na+] (NaOH). Product: BrC=1C=C(C=CC1)N1C(=NC=2C(=C(C=C3N=CN=C1C23)OC)OC)C (3-(3-bromo-phenyl)-8,9-dimethoxy-2-methyl-3H-1,3,4,6-tetraaza-phenalene). As a reaction SMILES: [Br:1][C:2]1[CH:3]=[C:4]([NH:8][C:9]2[C:18]3[C:17]([NH2:19])=[C:16]([O:20][CH3:21])[C:15]([O:22][CH3:23])=[CH:14][C:13]=3[N:12]=[CH:11][N:10]=2)[CH:5]=[CH:6][CH:7]=1.[OH-].[Na+].[C:26](OC(=O)C)(=O)[CH3:27]>>[Br:1][C:2]1[CH:3]=[C:4]([N:8]2[C:9]3[C:18]4[C:13]([N:12]=[CH:11][N:10]=3)=[CH:14][C:15]([O:22][CH3:23])=[C:16]([O:20][CH3:21])[C:17]=4[N:19]=[C:26]2[CH3:27])[CH:5]=[CH:6][CH:7]=1 |f:1.2|. Procedure: A solution of N4-(3-bromo-phenyl)-6,7-dimethoxy-quinazoline-4,5-diamine (120 mg, 0.32 mmol) (from Example 6, Step B, supra) in acetic anhydride (3 mL) was heated at 150° C. for 2 hours. Aqueous NaOH solution was added to the reaction mixture to a pH 10–12. The solution was extracted with chloroform (50 mL). The organic layer was separated, dried over Na2SO4, and concentrated. This residue was purified by chromatography using EtOAc/Et3N (1:0.05) as eluent to give the desired 3-(3-bromo-phenyl)-8,... The reactants are ClC=1C=C(C=CC1Cl)C=C1C(NC(S1)=S)=O (5-(3,4-dichlorophenylmethylene)-4-oxo-2-thionothiazolidine), C(C1=CC=CC=C1)(=O)Cl (benzoyl chloride). Run in N1=CC=CC=C1 (pyridine). Conditions: time 30 minute. The product is ClC=1C=C(C=CC1Cl)C=C1C(N(C(S1)=S)C(C1=CC=CC=C1)=O)=O (5-(3,4-dichlorophenylmethylene)-3-(benzoyl)-4-oxo-2-thionothiazolidine). Isolated yield 45.5%. As a reaction SMILES: [Cl:1][C:2]1[CH:3]=[C:4]([CH:9]=[C:10]2[S:14][C:13](=[S:15])[NH:12][C:11]2=[O:16])[CH:5]=[CH:6][C:7]=1[Cl:8].[C:17](Cl)(=[O:24])[C:18]1[CH:23]=[CH:22][CH:21]=[CH:20][CH:19]=1>N1C=CC=CC=1>[Cl:1][C:2]1[CH:3]=[C:4]([CH:9]=[C:10]2[S:14][C:13](=[S:15])[N:12]([C:17](=[O:24])[C:18]3[CH:23]=[CH:22][CH:21]=[CH:20][CH:19]=3)[C:11]2=[O:16])[CH:5]=[CH:6][C:7]=1[Cl:8]. Procedure details: 5-(3,4-dichlorophenylmethylene)-4-oxo-2-thionothiazolidine (100 mg, 0.345 mmol, 1.0equiv) was suspended in 653 μL of anhydrous pyridine, followed by the addition of 44 μL benzoyl chloride (0.379 mmol, 1.1 equiv). After about 2 minutes a yellow precipitate formed. The reaction was stirred at rt for 30 minutes. The pyridine was evaporated and the residue was purified by column chromatography (SiO2, EtOAc/hexanes) to yield 62 mg of 5-(3,4-dichlorophenylmethylene)-3-(benzoyl)-4-oxo-2-thionothiazolid... Run in O (water). Isolated yield 95.0%. Procedure details: To a DMSO solution (8 ml) of 4-fluoro-2-methyl-1-nitro-benzene (500 mg), potassium carbonate (668 mg) and morpholine (0.42 ml) were added, followed by stirring at 80° C. for 18 hours. This was cooled to room temperature, and water (30 ml) was added, followed by extraction with ethyl acetate (50 ml×2). The organic layer was washed with saturated aqueous sodium chloride solution, followed by drying over magnesium sulfate. After the magnesium sulfate was filtered off, the solvent was distilled off ... Starting materials: CS(=O)C (DMSO), FC1=CC(=C(C=C1)[N+](=O)[O-])C (4-fluoro-2-methyl-1-nitro-benzene), C([O-])([O-])=O.[K+].[K+] (potassium carbonate), N1CCOCC1 (morpholine). Reaction SMILES: CS(C)=O.F[C:6]1[CH:11]=[CH:10][C:9]([N+:12]([O-:14])=[O:13])=[C:8]([CH3:15])[CH:7]=1.C(=O)([O-])[O-].[K+].[K+].[NH:22]1[CH2:27][CH2:26][O:25][CH2:24][CH2:23]1>O>[CH3:15][C:8]1[CH:7]=[C:6]([N:22]2[CH2:27][CH2:26][O:25][CH2:24][CH2:23]2)[CH:11]=[CH:10][C:9]=1[N+:12]([O-:14])=[O:13] |f:2.3.4|. Yields the product CC=1C=C(C=CC1[N+](=O)[O-])N1CCOCC1 (4-(3-Methyl-4-nitro-phenyl)-morpholine). Run at temperature 80 celsius, time 18 hour. Starting materials: BrC1=CC=C2N([C@H](CN(C2=C1)C(=O)OC1CCCC1)C)C(C(F)(F)F)=O ((S)-cyclopentyl 7-bromo-3-methyl-4-(2,2,2-trifluoroacetyl)-3,4-dihydroquinoxaline-1(2H)-carboxylate), C1(CC1)N1N=CC(=C1)B1OC(C(O1)(C)C)(C)C (1-cyclopropyl-4-(4,4,5,5-tetramethyl-1,3,2-dioxaborolan-2-yl)-1H-pyrazole), CC(C)C1=CC(=C(C(=C1)C(C)C)C2=C(C=CC=C2)P(C3CCCCC3)C4CCCCC4)C(C)C (X-Phos), C([O-])([O-])=O.[Cs+].[Cs+] (cesium carbonate). The reagents and catalysts are C=1C=CC(=CC1)/C=C/C(=O)/C=C/C2=CC=CC=C2.C=1C=CC(=CC1)/C=C/C(=O)/C=C/C2=CC=CC=C2.C=1C=CC(=CC1)/C=C/C(=O)/C=C/C2=CC=CC=C2.[Pd].[Pd] (tris(dibenzylideneacetone)dipalladium). Run in O1CCOCC1 (1,4-dioxane), O (water). Run at temperature 100 celsius. The product is C1(CC1)N1N=CC(=C1)C1=CC=C2N[C@H](CN(C2=C1)C(=O)OC1CCCC1)C ((S)-cyclopentyl 7-(1-cyclopropyl-1H-pyrazol-4-yl)-3-methyl-3,4-dihydroquinoxaline-1(2H)-carboxylate). Isolated yield 59.0%. RXN SMILES: Br[C:2]1[CH:11]=[C:10]2[C:5]([N:6](C(=O)C(F)(F)F)[C@@H:7]([CH3:20])[CH2:8][N:9]2[C:12]([O:14][CH:15]2[CH2:19][CH2:18][CH2:17][CH2:16]2)=[O:13])=[CH:4][CH:3]=1.[CH:27]1([N:30]2[CH:34]=[C:33](B3OC(C)(C)C(C)(C)O3)[CH:32]=[N:31]2)[CH2:29][CH2:28]1.CC(C1C=C(C(C)C)C(C2C=CC=CC=2P(C2CCCCC2)C2CCCCC2)=C(C(C)C)C=1)C.C(=O)([O-])[O-].[Cs+].[Cs+]>O1CCOCC1.O.C1C=CC(/C=C/C(/C=C/C2C=CC=CC=2)=O)=CC=1.C1C=CC(/C=C/C(/C=C/C2C=CC=CC=2)=O)=CC=1.C1C=CC(/C=C/C(/C=C/C2C=CC=CC=2)=O)=CC=1.[Pd].[Pd]>[CH:27]1([N:30]2[CH:34]=[C:33]([C:2]3[CH:11]=[C:10]4[C:5]([NH:6][C@@H:7]([CH3:20])[CH2:8][N:9]4[C:12]([O:14][CH:15]4[CH2:16][CH2:17][CH2:18][CH2:19]4)=[O:13])=[CH:4][CH:3]=3)[CH:32]=[N:31]2)[CH2:29][CH2:28]1 |f:3.4.5,8.9.10.11.12|. Reported procedure: A mixture of (S)-cyclopentyl 7-bromo-3-methyl-4-(2,2,2-trifluoroacetyl)-3,4-dihydroquinoxaline-1(2H)-carboxylate (0.250 g, 0.574 mmol), 1-cyclopropyl-4-(4,4,5,5-tetramethyl-1,3,2-dioxaborolan-2-yl)-1H-pyrazole (0.148 g, 0.632 mmol), tris(dibenzylideneacetone)dipalladium (0.026 g, 0.029 mmol), X-Phos (0.027 g, 0.057 mmol) and cesium carbonate (0.561 g, 1.723 mmol) in 1,4-dioxane (5.0 mL) and water (1.0 mL) was heated at 100° C. for 17 h. The reaction mixture was filtered through Celite and concen...